Dataset: the Open Reaction Database (ORD), a public repository of structured organic reaction records. Task: describe an organic reaction: reactants, conditions, products, and yield The reactants are ClC1=NC2=CC=C(C=C2C=C1C(=O)O)Cl (2,6-dichloroquinoline-3-carboxylic acid), N[C@H](C(=O)O)CC1=CC=C(C=C1)OC1=NC=CC(=C1)C ((S)-2-amino-3-[4-(4-methyl-pyridin-2-yloxy)-phenyl]-propionic acid). Solvent: CS(=O)C (DMSO). Product: C(=O)(O)[C@H](CC1=CC=C(C=C1)OC1=NC=CC(=C1)C)NC1=NC2=CC=C(C=C2C=C1C(=O)O)Cl (2-{(S)-1-Carboxy-2-[4-(4-methyl-pyridin-2-yloxy)-phenyl]-ethylamino}-6-chloro-quinoline-3-carboxylic acid). Reaction SMILES: Cl[C:2]1[C:11]([C:12]([OH:14])=[O:13])=[CH:10][C:9]2[C:4](=[CH:5][CH:6]=[C:7]([Cl:15])[CH:8]=2)[N:3]=1.[NH2:16][C@@H:17]([CH2:21][C:22]1[CH:27]=[CH:26][C:25]([O:28][C:29]2[CH:34]=[C:33]([CH3:35])[CH:32]=[CH:31][N:30]=2)=[CH:24][CH:23]=1)[C:18]([OH:20])=[O:19]>CS(C)=O>[C:18]([C@@H:17]([NH:16][C:2]1[C:11]([C:12]([OH:14])=[O:13])=[CH:10][C:9]2[C:4](=[CH:5][CH:6]=[C:7]([Cl:15])[CH:8]=2)[N:3]=1)[CH2:21][C:22]1[CH:27]=[CH:26][C:25]([O:28][C:29]2[CH:34]=[C:33]([CH3:35])[CH:32]=[CH:31][N:30]=2)=[CH:24][CH:23]=1)([OH:20])=[O:19]. Procedure: In close analogy to the procedure described in Example 109c, 2,6-dichloroquinoline-3-carboxylic acid is reacted with (S)-2-amino-3-[4-(4-methyl-pyridin-2-yloxy)-phenyl]-propionic acid (prepared by analogy to Example 109a,b) in DMSO to provide the title compound in good yield.